Dataset: the Open Reaction Database (ORD), a public repository of structured organic reaction records. Task: describe an organic reaction: reactants, conditions, products, and yield RXN SMILES: [CH2:1]([O:8][C:9]([NH:11][C:12]1[C:13](=[O:22])[N:14]([CH2:18][C:19]([OH:21])=O)[CH:15]=[CH:16][CH:17]=1)=[O:10])[C:2]1[CH:7]=[CH:6][CH:5]=[CH:4][CH:3]=1.CN(C(ON1N=NC2C=CC=CC1=2)=[N+](C)C)C.[B-](F)(F)(F)F.C1C=CC2N(O)N=NC=2C=1.CCN(C(C)C)C(C)C.[CH2:64]([CH:66]([CH2:69][CH3:70])[CH2:67][NH2:68])[CH3:65]>CN(C=O)C>[CH2:1]([O:8][C:9](=[O:10])[NH:11][C:12]1[C:13](=[O:22])[N:14]([CH2:18][C:19]([NH:68][CH2:67][CH:66]([CH2:69][CH3:70])[CH2:64][CH3:65])=[O:21])[CH:15]=[CH:16][CH:17]=1)[C:2]1[CH:3]=[CH:4][CH:5]=[CH:6][CH:7]=1 |f:1.2|. Reaction conditions: time 8 hour. Starting materials: C(C1=CC=CC=C1)OC(=O)NC=1C(N(C=CC1)CC(=O)O)=O (2-(3-(benzyloxycarbonylamino)-2-oxopyridin-1(2H)-yl)acetic acid), CN(C)C(=[N+](C)C)ON1C2=C(C=CC=C2)N=N1.[B-](F)(F)(F)F (TBTU), C=1C=CC2=C(C1)N=NN2O (HOBt), CCN(C(C)C)C(C)C (DIPEA), C(C)C(CN)CC (2-ethyl-butylamine). Yields the product C(C1=CC=CC=C1)OC(NC=1C(N(C=CC1)CC(=O)NCC(CC)CC)=O)=O (Benzyl-1-(2-(2-ethylbutylamino)-2-oxoethyl)-2-oxo-1,2-dihydropyridin-3-ylcarbamate). Reported procedure: A mixture of 3.70 g of 2-(3-(benzyloxycarbonylamino)-2-oxopyridin-1(2H)-yl)acetic acid (˜11.2 mmol), 3.58 g of TBTU (11.2 mmol), 1.51 g of HOBt (11.2 mmol) is dissolved in 60 mL of DMF. By addition of 5.70 mL of DIPEA (33.5 mmol, 3 eq) a pH value is adjusted to ˜10. 1.50 mL of 2-ethyl-butylamine (11.2 mmol) is added and the mixture is stirred at RT overnight. The solvent is removed in vacuo and the obtained residue is taken up in 300 mL of DCM and subsequently washed with 10% citric acid (3×75 m... The solvent is CN(C)C=O (DMF). Starting materials: CI, CC#N, CSCCOc1ccc(OCC(O)COc2ccccc2)cc1. The product is C[S+](C)CCOc1ccc(OCC(O)COc2ccccc2)cc1, [I-]. As a reaction SMILES: [CH3:1][I:2].[CH3:26][C:27]#[N:28].[CH3:3][S:4][CH2:5][CH2:6][O:7][c:8]1[cH:9][cH:10][c:11]([O:14][CH2:15][CH:16]([CH2:17][O:18][c:19]2[cH:20][cH:21][cH:22][cH:23][cH:24]2)[OH:25])[cH:12][cH:13]1>>[CH3:1][S+:4]([CH3:3])[CH2:5][CH2:6][O:7][c:8]1[cH:9][cH:10][c:11]([O:14][CH2:15][CH:16]([CH2:17][O:18][c:19]2[cH:20][cH:21][cH:22][cH:23][cH:24]2)[OH:25])[cH:12][cH:13]1.[I-:2]. Starting materials: example 1 ( b ), C(C)(C)OC1=C(C(=O)O)C=C(C=C1)S(=O)(=O)C (2-Isopropoxy-5-methanesulfonyl-benzoic acid), CC=1N=C(SC1)N1CCNCC1 (1-(4-methyl-thiazol-2-yl)-piperazine). Yields the product C(C)(C)OC1=C(C=C(C=C1)S(=O)(=O)C)C(=O)N1CCN(CC1)C=1SC=C(N1)C ((2-Isopropoxy-5-methanesulfonyl-phenyl)-[4-(4-methyl-thiazol-2-yl)-piperazin-1-yl]-methanone). The yield is 87.0%. Reaction SMILES: [CH:1]([O:4][C:5]1[CH:13]=[CH:12][C:11]([S:14]([CH3:17])(=[O:16])=[O:15])=[CH:10][C:6]=1[C:7]([OH:9])=O)([CH3:3])[CH3:2].[CH3:18][C:19]1[N:20]=[C:21]([N:24]2[CH2:29][CH2:28][NH:27][CH2:26][CH2:25]2)[S:22][CH:23]=1>>[CH:1]([O:4][C:5]1[CH:13]=[CH:12][C:11]([S:14]([CH3:17])(=[O:16])=[O:15])=[CH:10][C:6]=1[C:7]([N:27]1[CH2:28][CH2:29][N:24]([C:21]2[S:22][CH:23]=[C:19]([CH3:18])[N:20]=2)[CH2:25][CH2:26]1)=[O:9])([CH3:2])[CH3:3]. Procedure details: Prepared in analogy to example 1 (b) from 2-isopropoxy-5-methanesulfonyl-benzoic acid (Example A1) and 1-(4-methyl-thiazol-2-yl)-piperazine. The crude material was purified by chromatography (SiO2, ethyl acetate/heptane) to yield the title compound as an amorphous yellow solid (yield 87%). MS (m/e): 424.1 (M+H+, 100%). The reactants are C(C1=CC=CC=C1)(C1=CC=CC=C1)N1CC(C1)N1N=CN=C1 (N-benzhydryl-3-(1,2,4-triazol-1-yl) azetidine), Cl (hydrochloric acid). The reagents and catalysts are [Pd] (Pd/C). Solvent: C(C)O (ethanol). Conditions: time 2 day. Yields the product Cl.N1(N=CN=C1)C1CNC1 (3-(1,2,4-Triazol-1-yl) azetidine hydrochloride). RXN SMILES: C([N:14]1[CH2:17][CH:16]([N:18]2[CH:22]=[N:21][CH:20]=[N:19]2)[CH2:15]1)(C1C=CC=CC=1)C1C=CC=CC=1.[ClH:23]>C(O)C.[Pd]>[ClH:23].[N:18]1([CH:16]2[CH2:17][NH:14][CH2:15]2)[CH:22]=[N:21][CH:20]=[N:19]1 |f:4.5|. Procedure details: To a mixture of N-benzhydryl-3-(1,2,4-triazol-1-yl) azetidine (0.6 g) in 20 ml of ethanol was added 2 ml of 1N hydrochloric acid followed by the addition of 0.6 g of Pd/C (10%). The mixture was hydrogenated at 50 psi for two days. After filtration and evaporation, the crude product was crystallized from methanol-ether to afford 0.235 g of white solid. 1H NMR (D2O) δ: 9.14 (S, 1H), 8.57 (S, 1H), 5.97 (m, 1H), 4.8-4.5 (m, 4H). Reactants: NN1OC(=NC1)C1=CC(=CC=C1)I (2-Amino-5-(3-iodophenyl)-1,2,4-oxadiazole), [OH-].[K+] (potassium hydroxide), C(C)(=O)O (acetic acid). Run in C(C)O (ethanol). Product: C(C)OC1=NC(=NN1)C1=CC(=CC=C1)I (5-Ethoxy-3-(3-iodophenyl)-1H-1,2,4-triazole). As a reaction SMILES: [NH2:1][N:2]1[CH2:6][N:5]=[C:4]([C:7]2[CH:12]=[CH:11][CH:10]=[C:9]([I:13])[CH:8]=2)O1.[OH-].[K+].[C:16](O)(=[O:18])[CH3:17]>C(O)C>[CH2:16]([O:18][C:6]1[NH:2][N:1]=[C:4]([C:7]2[CH:12]=[CH:11][CH:10]=[C:9]([I:13])[CH:8]=2)[N:5]=1)[CH3:17] |f:1.2|. Procedure details: The product (1.00 g, 3.48 mmol) from Step A was added to a solution of potassium hydroxide (1.0 g) in 30 mL of absolute ethanol. The mixture was warmed to reflux and, after 5 h, cooled to room temperature. The solution was then acidified with glacial acetic acid, and concentrated under reduced pressure. The product was extracted into ethyl acetate, and the combined ethyl acetate extracts were washed sequentially with water and saturated aqueous brine, dried (magnesium sulfate) and concentrated t...